This data is from the Open Reaction Database (ORD), a public repository of structured organic reaction records. The task is: describe an organic reaction: reactants, conditions, products, and yield Starting materials: C1CCOC1, CN, O=C1CCC(c2ccccc2)CC1. The product is CNC1CCC(c2ccccc2)CC1. As a reaction SMILES: [CH2:16]1[O:17][CH2:18][CH2:19][CH2:20]1.[CH3:1][NH2:2].[c:3]1([CH:9]2[CH2:10][CH2:11][C:12](=[O:15])[CH2:13][CH2:14]2)[cH:4][cH:5][cH:6][cH:7][cH:8]1>>[CH3:1][NH:2][CH:12]1[CH2:11][CH2:10][CH:9]([c:3]2[cH:4][cH:5][cH:6][cH:7][cH:8]2)[CH2:14][CH2:13]1. The reactants are ClC1=C(C=CC=C1)C1=NCC=2N(C3=C1C=C(C=C3)Cl)C(=NN2)CO (6-(o-chlorophenyl)-8-chloro-4H-s-triazolo[4,3-a][1,4]benzodiazepine-1-methanol). The reagents and catalysts are [O-2].[O-2].[Mn+4] (manganese dioxide). The solvent is C1=CC=CC=C1 (benzene). Product: ClC1=C(C=CC=C1)C1=NCC=2N(C3=C1C=C(C=C3)Cl)C(=NN2)C=O (6-(o-chlorophenyl)-8-chloro-4H-s-triazolo[4,3-a][1,4] benzodiazepine-1-carboxaldehyde). Reaction SMILES: [Cl:1][C:2]1[CH:7]=[CH:6][CH:5]=[CH:4][C:3]=1[C:8]1[C:14]2[CH:15]=[C:16]([Cl:19])[CH:17]=[CH:18][C:13]=2[N:12]2[C:20]([CH2:23][OH:24])=[N:21][N:22]=[C:11]2[CH2:10][N:9]=1>C1C=CC=CC=1.[O-2].[O-2].[Mn+4]>[Cl:1][C:2]1[CH:7]=[CH:6][CH:5]=[CH:4][C:3]=1[C:8]1[C:14]2[CH:15]=[C:16]([Cl:19])[CH:17]=[CH:18][C:13]=2[N:12]2[C:20]([CH:23]=[O:24])=[N:21][N:22]=[C:11]2[CH2:10][N:9]=1 |f:2.3.4|. Reported procedure: A suspension of 1.3 g of 6-(o-chlorophenyl)-8-chloro-4H-s-triazolo[4,3-a][1,4]benzodiazepine-1-methanol and 3.4 g of manganese dioxide in 200 ml of benzene is refluxed for 2 hours. The reaction mixture is then filtered and the filtrate concentrated by evaporation. The resulting foam is dissolved in a little ethyl acetate and the solution chromatographed on ca. 60 g of silica gel (Merck, 0.063 - 0.2 mm particle size) with ethyl acetate as the eluant. Fractions each of ca. 80 ml are collected. The... The reactants are C(C)(=O)C1CC(NC1C1=CC=CC=C1)C(=O)OC(C)(C)C (tert-butyl (2RS,4RS,5SR)-4-acetyl-5-phenylpyrrolidine-2-carboxylate), CC=1C=C(C=CC1)NC(NCC(=O)O)=O (2-[3-(3-methylphenyl)ureido]acetic acid), C1(CCCCC1)N=C=NC1CCCCC1 (N,N'-dicyclohexylcarbodiimide). Run in C(C)#N (acetonitrile). The product is C(C)(=O)C1CC(N(C1C1=CC=CC=C1)C(CNC(=O)NC1=CC(=CC=C1)C)=O)C(=O)OC(C)(C)C (tert-butyl (2RS,4RS,5SR)-4-acetyl-1-{2-[3-(3-methylphenyl)ureido]acetyl}-5-phenylpyrrolidine-2-carboxylate). Isolated yield 13.6%. As a reaction SMILES: [C:1]([CH:4]1[CH:8]([C:9]2[CH:14]=[CH:13][CH:12]=[CH:11][CH:10]=2)[NH:7][CH:6]([C:15]([O:17][C:18]([CH3:21])([CH3:20])[CH3:19])=[O:16])[CH2:5]1)(=[O:3])[CH3:2].[CH3:22][C:23]1[CH:24]=[C:25]([NH:29][C:30](=[O:36])[NH:31][CH2:32][C:33](O)=[O:34])[CH:26]=[CH:27][CH:28]=1.C1(N=C=NC2CCCCC2)CCCCC1>C(#N)C>[C:1]([CH:4]1[CH:8]([C:9]2[CH:14]=[CH:13][CH:12]=[CH:11][CH:10]=2)[N:7]([C:33](=[O:34])[CH2:32][NH:31][C:30]([NH:29][C:25]2[CH:26]=[CH:27][CH:28]=[C:23]([CH3:22])[CH:24]=2)=[O:36])[CH:6]([C:15]([O:17][C:18]([CH3:21])([CH3:20])[CH3:19])=[O:16])[CH2:5]1)(=[O:3])[CH3:2]. Procedure: The reaction is carried out in a way analogous to that described in Example 2B, but from 4.5 g of tert-butyl (2RS,4RS,5SR)-4-acetyl-5-phenylpyrrolidine-2-carboxylate, 3.2 g of 2-[3-(3-methylphenyl)ureido]acetic acid and 3.5 g of N,N'-dicyclohexylcarbodiimide in 50 cm3 of acetonitrile. After treatment, there is obtained 1 g of tert-butyl (2RS,4RS,5SR)-4-acetyl-1-{2-[3-(3-methylphenyl)ureido]acetyl}-5-phenylpyrrolidine-2-carboxylate, melting at 100° C. The reactants are BrC(=CC1=C(C=CC(=C1CC)F)CC)Br (2-(2,2-dibromo-vinyl)-1,3-diethyl-4-fluoro-benzene), C(CN)N (ethylenediamine). Product: C(C)C1=C(CC=2NCCN2)C(=CC=C1F)CC (2-(2,6-Diethyl-3-fluoro-benzyl)-4,5-dihydro-1H-imidazole). Reaction SMILES: Br[C:2](Br)=[CH:3][C:4]1[C:9]([CH2:10][CH3:11])=[C:8]([F:12])[CH:7]=[CH:6][C:5]=1[CH2:13][CH3:14].[CH2:16]([NH2:19])[CH2:17][NH2:18]>>[CH2:10]([C:9]1[C:8]([F:12])=[CH:7][CH:6]=[C:5]([CH2:13][CH3:14])[C:4]=1[CH2:3][C:2]1[NH:18][CH2:17][CH2:16][N:19]=1)[CH3:11]. Procedure: 2-(2,6-Diethyl-3-fluoro-benzyl)-4,5-dihydro-1H-imidazole was prepared from 2-(2,2-dibromo-vinyl)-1,3-diethyl-4-fluoro-benzene and ethylenediamine in analogy to Example 1e): yellow crystals; MS (ISP): 235.3 ([M+H]+, 100%).